The task is: describe an organic reaction: reactants, conditions, products, and yield. This data is from the Open Reaction Database (ORD), a public repository of structured organic reaction records. Starting materials: CN(C)CCOC1=C(C(=O)OC)C=CC=C1 (methyl 2-[2-(N,N-dimethylamino)ethyl]oxy-benzoate). Solvent: Cl (hydrochloric acid). Yields the product CN(C)CCOC1=C(C(=O)O)C=CC=C1 (2-[2-(N,N-dimethylamino)ethyl]oxy-benzoic acid). RXN SMILES: [CH3:1][N:2]([CH2:4][CH2:5][O:6][C:7]1[CH:16]=[CH:15][CH:14]=[CH:13][C:8]=1[C:9]([O:11]C)=[O:10])[CH3:3]>Cl>[CH3:3][N:2]([CH2:4][CH2:5][O:6][C:7]1[CH:16]=[CH:15][CH:14]=[CH:13][C:8]=1[C:9]([OH:11])=[O:10])[CH3:1]. Procedure details: 4.4 g of methyl 2-[2-(N,N-dimethylamino)ethyl]oxy-benzoate are heated in the microwave for 15 minutes at 300 W with 30 ml of 5N hydrochloric acid. The mixture is extracted with ethyl acetate, the aqueous phase is concentrated by evaporation and recrystallised from acetonitrile/ether. Yield: 4.2 g (86% of theory). Starting materials: O=[N+]([O-])c1ccc(Br)cn1, O=C([O-])[O-], CN(C)C=O, [Cs+], [Cs+], O, O=C(Nc1ccc(O)cc1)OCc1ccccc1. Yields the product O=C(Nc1ccc(Oc2ccc([N+](=O)[O-])nc2)cc1)OCc1ccccc1. Reaction SMILES: [Br:25][c:26]1[cH:27][cH:28][c:29]([N+:32](=[O:33])[O-:34])[n:30][cH:31]1.[C:19](=[O:20])([O-:21])[O-:22].[CH3:36][N:37]([CH3:38])[CH:39]=[O:40].[Cs+:23].[Cs+:24].[OH2:35].[OH:1][c:2]1[cH:3][cH:4][c:5]([NH:8][C:9]([O:10][CH2:11][c:12]2[cH:13][cH:14][cH:15][cH:16][cH:17]2)=[O:18])[cH:6][cH:7]1>>[O:1]([c:2]1[cH:3][cH:4][c:5]([NH:8][C:9]([O:10][CH2:11][c:12]2[cH:13][cH:14][cH:15][cH:16][cH:17]2)=[O:18])[cH:6][cH:7]1)[c:26]1[cH:27][cH:28][c:29]([N+:32](=[O:33])[O-:34])[n:30][cH:31]1. The reactants are C(=O)([O-])[O-].[K+].[K+] (K2CO3), ClC1=NC=CC(=C1)CCl (2-chloro-4-chloromethylpyridine), CC(C(=O)[O-])(C)NC(=O)NC1=CC=C(C=C1)SC(F)(F)F (2-methyl-2-[3-(4-trifluoromethylsulfanylphenyl)ureido]propionate). Run in CN(C)C=O (DMF). Yields the product ClC1=NC=CC(=C1)CN1C(N(C(C1(C)C)=O)C1=CC=C(C=C1)SC(F)(F)F)=O (1-(2-chloropyrid-4-ylmethyl)-5,5-dimethyl-3-(4-trifluoromethylsulfanylphenyl)imidazolidine-2,4-dione). RXN SMILES: [CH3:1][C:2]([NH:7][C:8]([NH:10][C:11]1[CH:16]=[CH:15][C:14]([S:17][C:18]([F:21])([F:20])[F:19])=[CH:13][CH:12]=1)=[O:9])([CH3:6])[C:3]([O-:5])=O.C([O-])([O-])=O.[K+].[K+].[Cl:28][C:29]1[CH:34]=[C:33]([CH2:35]Cl)[CH:32]=[CH:31][N:30]=1>CN(C=O)C>[Cl:28][C:29]1[CH:34]=[C:33]([CH2:35][N:7]2[C:2]([CH3:1])([CH3:6])[C:3](=[O:5])[N:10]([C:11]3[CH:16]=[CH:15][C:14]([S:17][C:18]([F:21])([F:20])[F:19])=[CH:13][CH:12]=3)[C:8]2=[O:9])[CH:32]=[CH:31][N:30]=1 |f:1.2.3|. Procedure: 5,5-Dimethyl-3-(4-trifluoromethylsulfanylphenyl)imidazolidine-2,4-dione 3 (1 g, 3.29 mmol) is dissolved in 10 ml of DMF, 1.36 g of K2CO3 (3 eq, 9.87 mmol) and 909 mg of 2-chloro-4-chloromethylpyridine (3.95 mmol, 1.2 eq) are added, and the mixture is refluxed for 20 hours. The solvent is removed under vacuum and the residue is dissolved in CH2Cl2 and treated three times with active charcoal. After removing the solvent, the product 1-(2-chloropyrid-4-ylmethyl)-5,5-dimethyl-3-(4-trifluoromethylsul... Reactants: NC1=NC=2N(C(=C1)NC1CC1)N=CC2C=O (5-amino-7-(cyclopropylamino)pyrazolo[1,5-a]pyrimidine-3-carbaldehyde), ClC(=O)OC (methyl chloroformate), CCN(C(C)C)C(C)C (DIEA). Solvent: O1CCCC1 (tetrahydrofuran). Run at temperature 60 celsius. Product: C1(CC1)NC1=CC(=NC=2N1N=CC2C=O)NC(OC)=O (methyl 7-(cyclopropylamino)-3-formylpyrazolo[1,5-a]pyrimidin-5-ylcarbamate). RXN SMILES: [NH2:1][C:2]1[CH:7]=[C:6]([NH:8][CH:9]2[CH2:11][CH2:10]2)[N:5]2[N:12]=[CH:13][C:14]([CH:15]=[O:16])=[C:4]2[N:3]=1.Cl[C:18]([O:20][CH3:21])=[O:19].CCN(C(C)C)C(C)C>O1CCCC1>[CH:9]1([NH:8][C:6]2[N:5]3[N:12]=[CH:13][C:14]([CH:15]=[O:16])=[C:4]3[N:3]=[C:2]([NH:1][C:18](=[O:19])[O:20][CH3:21])[CH:7]=2)[CH2:11][CH2:10]1. Procedure details: To 5-amino-7-(cyclopropylamino)pyrazolo[1,5-a]pyrimidine-3-carbaldehyde (50 mg, 0.23 mmol) in 1.0 mL tetrahydrofuran was added methyl chloroformate (35 ul, 0.46 mmol) and DIEA (39 ul). The reaction mixture was heated at 60° C. for one hour. The reaction was partitioned between ethyl acetate/water. The organic layer was collected, dried over sodium sulfate, and concentrated under high vacuum to yield methyl 7-(cyclopropylamino)-3-formylpyrazolo[1,5-a]pyrimidin-5-ylcarbamate. The crude product was... Reactants: C([O-])([O-])=O.[Na+].[Na+] (sodium carbonate), C(C)(=O)[O-].[Na+] (sodium acetate), C(C)OCOCC (formaldehyde-diethylacetal), P(=O)(Cl)(Cl)Cl (phosphoryl chloride), C[C@@H]1CC(C=C2CC[C@H]3[C@@H]4CCC([C@@]4(C)CC[C@@H]3[C@@]12C)=O)=O (1β-methyl-androst-4-ene-3,17-dione). Run in C(Cl)(Cl)Cl (chloroform). Product: C[C@@H]1CC(C=C2C(C[C@H]3[C@@H]4CCC([C@@]4(C)CC[C@@H]3[C@@]12C)=O)=C)=O (1β-methyl-6-methylenandrost-4-ene-3,17-dione). The yield is 60.0%. Reaction SMILES: C([O-])(=O)C.[Na+].C(OC[O:10][CH2:11][CH3:12])C.P(Cl)(Cl)(Cl)=O.C[C@H:19]1[C@@:36]2([CH3:37])[C:23]([CH2:24][CH2:25][C@@H:26]3[C@@H:35]2[CH2:34][CH2:33][C@@:31]2([CH3:32])[C@H:27]3[CH2:28][CH2:29][C:30]2=[O:38])=[CH:22][C:21](=O)[CH2:20]1.C(=O)([O-])[O-].[Na+].[Na+]>C(Cl)(Cl)Cl>[CH3:24][C@H:23]1[C@@:36]2([CH3:37])[C:19]([C:20](=[CH2:21])[CH2:25][C@@H:26]3[C@@H:35]2[CH2:34][CH2:33][C@@:31]2([CH3:32])[C@H:27]3[CH2:28][CH2:29][C:30]2=[O:38])=[CH:12][C:11](=[O:10])[CH2:22]1 |f:0.1,5.6.7|. Procedure details: A mixture of sodium acetate (1 g), absolute chloroform (30 ml), formaldehyde-diethylacetal (30 ml, 0.24 mol), phosphoryl chloride (3.8 ml, 0.04 mol), and 1β-methyl-androst-4-ene-3,17-dione (0.811 g, 2.7 mmol) was stirred at reflux for about 7 hours, i.e. until the starting material had disappeared. The suspension was allowed to cool and under vigorous stirring a saturated sodium carbonate solution was added dropwise until the pH of the aqueous layer became alkaline (~1 hour). The organic layer w...